The task is: describe an organic reaction: reactants, conditions, products, and yield. This data is from the Open Reaction Database (ORD), a public repository of structured organic reaction records. Reactants: N1=CC=CC=C1 (pyridine), resultant mixture, NC1=C(C=C(C=C1)Cl)CO ((2-amino-5-chloro-phenyl)-methanol), ClC(=O)OCC (ethyl chloroformate). Solvent: CCOC(=O)C (EtOAc), C(Cl)Cl (DCM). Run at time 1 hour. The product is crude product, C(C)OC(NC1=C(C=C(C=C1)Cl)CO)=O ((4-Chloro-2-hydroxymethyl-phenyl)-carbamic acid ethyl ester). Reaction SMILES: [NH2:1][C:2]1[CH:7]=[CH:6][C:5]([Cl:8])=[CH:4][C:3]=1[CH2:9][OH:10].Cl[C:12]([O:14][CH2:15][CH3:16])=[O:13].N1C=CC=CC=1>C(Cl)Cl.CCOC(C)=O>[CH2:15]([O:14][C:12](=[O:13])[NH:1][C:2]1[CH:7]=[CH:6][C:5]([Cl:8])=[CH:4][C:3]=1[CH2:9][OH:10])[CH3:16]. Procedure details: To a solution of (2-amino-5-chloro-phenyl)-methanol (1.58 g, 10 mmol, 1 equiv) in 15 mL of DCM was slowly added ethyl chloroformate (1.05 mL, 1.1 equiv) and pyridine (1.2 mL, 1.5 equiv). After stirring for 1 h, the resultant mixture was diluted with EtOAc and washed with water. The organic layer was dried over sodium sulfate, filtered and concentrated in vacuo to provide the crude product, (4-Chloro-2-hydroxymethyl-phenyl)-carbamic acid ethyl ester (71), which was used in subsequent reactions wi... Starting materials: C(C)(C)(C)N (tert-butylamine), ClC[Si](C)(C)C ((chloromethyl)trimethylsilane), [OH-].[Na+] (NaOH). Reaction conditions: temperature 200 celsius. Product: C(C)(C)(C)NC[Si](C)(C)C (N-tert-butyl-N-(trimethylsilylmethyl)amine). RXN SMILES: [C:1]([NH2:5])([CH3:4])([CH3:3])[CH3:2].Cl[CH2:7][Si:8]([CH3:11])([CH3:10])[CH3:9].[OH-].[Na+]>>[C:1]([NH:5][CH2:7][Si:8]([CH3:11])([CH3:10])[CH3:9])([CH3:4])([CH3:3])[CH3:2] |f:2.3|. Procedure: A mixture of tert-butylamine (18.0 mL, 171 mmol) and (chloromethyl)trimethylsilane (7.00 g, 57.1 mmol) was heated in a thick-walled glass tube at 200° C. overnight. After cooling to ambient temperature, the reaction mixture was poured into 1 N NaOH and extracted three times with diethyl ether. The combined organic extracts were washed with brine, dried (MgSO4), and the volatiles evaporated in vacuo. Distillation (atmospheric pressure; ˜135° C.) of the residual liquid gave the title compound 77 a...